This data is from the Open Reaction Database (ORD), a public repository of structured organic reaction records. The task is: describe an organic reaction: reactants, conditions, products, and yield The reactants are CCCCCCCCCCCCN, [Cl-], O=C1CCC(C(=O)O)N1, O, c1ccncc1. Yields the product CCCCCCCCCCCCNC(=O)C1CCC(=O)N1. RXN SMILES: [CH2:1]([CH2:2][CH2:3][CH2:4][CH2:5][CH2:6][CH2:7][CH2:8][CH2:9][CH2:10][CH2:11][CH3:12])[NH2:13].[Cl-:20].[O:21]=[C:22]1[CH2:23][CH2:24][CH:25]([C:27](=[O:28])[OH:29])[NH:26]1.[OH2:30].[cH:14]1[cH:15][cH:16][n:17][cH:18][cH:19]1>>[CH2:1]([CH2:2][CH2:3][CH2:4][CH2:5][CH2:6][CH2:7][CH2:8][CH2:9][CH2:10][CH2:11][CH3:12])[NH:13][C:27]([CH:25]1[CH2:24][CH2:23][C:22](=[O:21])[NH:26]1)=[O:28]. Starting materials: COC([C@@H](N)CC=1SC=CC1)=O (β-(2-thienyl)alanine methyl ester), C(CCC)C=1N(C(=C(N1)Cl)CO)CC1=C(C=CC=C1)Cl (2-n-butyl-4-chloro-1-(2-chlorophenyl)methyl-5-hydroxymethyl-1H-imidazole), COC([C@@H](N)CC1=CC=CC=C1)=O (phenylalanine methyl ester), [BH4-].[Na+] (sodium borohydride), ClC1=C(C=CC=C1)CN1C(=NC(=C1CN[C@@H](CC1=CC=CC=C1)C(=O)O)Cl)CCCC (N-[{1-[(2 chlorophenyl)methyl]-2-n-butyl-4-chloro-1H-imidazol-5-yl}methyl]phenylalanine), C(=O)(OC)C1=CC=C(CBr)C=C1 (4-carbomethoxybenzyl bromide), C(#N)[BH3-].[Na+] (sodium cyanoborohydride). The product is C(=O)(O)C1=CC=C(C=C1)CN1C(=NC=C1CN[C@@H](CC=1SC=CC1)C(=O)O)CCCC (N-[{1-[(4-Carboxyphenyl)methyl]-2-n-butyl-1H-imidazol-5-yl}methyl]-β-(2-thienyl)alanine). As a reaction SMILES: [CH2:1]([C:5]1[N:6]([CH2:13][C:14]2[CH:19]=[CH:18][CH:17]=[CH:16][C:15]=2Cl)[C:7]([CH2:11]O)=[C:8](Cl)[N:9]=1)[CH2:2][CH2:3][CH3:4].ClC1C=CC=CC=1CN1C(CN[C@H]([C:44]([OH:46])=[O:45])CC2C=CC=CC=2)=C(Cl)N=C1CCCC.C(C1C=CC(CBr)=CC=1)(OC)=O.COC(=O)[C@H](CC1C=CC=CC=1)N.C[O:78][C:79](=[O:88])[C@H:80]([CH2:82][C:83]1[S:84][CH:85]=[CH:86][CH:87]=1)[NH2:81].C([BH3-])#N.[Na+].[BH4-].[Na+]>>[C:44]([C:17]1[CH:18]=[CH:19][C:14]([CH2:13][N:6]2[C:7]([CH2:11][NH:81][C@H:80]([C:79]([OH:78])=[O:88])[CH2:82][C:83]3[S:84][CH:85]=[CH:86][CH:87]=3)=[CH:8][N:9]=[C:5]2[CH2:1][CH2:2][CH2:3][CH3:4])=[CH:15][CH:16]=1)([OH:46])=[O:45] |f:5.6,7.8|. Reported procedure: The title compound was prepared following the procedure of Example 3 [(i) method B and (ii)] replacing 2-chlorobenzyl bromide with 4-carbomethoxybenzyl bromide, phenylalanine methyl ester with β-(2-thienyl)alanine methyl ester and sodium cyanoborohydride with sodium borohydride; mp 151°-152° C. Product: FC1=C(C=CC=C1)CC(=O)NN1C(C2=CC=CC=C2C(=N1)N1CCOCC1)=O (2-(2-fluorophenyl)-N-[4-(morpholin-4-yl)-1-oxophthalazin-2(1H)-yl]acetamide). Starting materials: NN1C(C2=CC=CC=C2C(=N1)N1CCOCC1)=O (2-amino-4-morpholinophthalazin-1(2H)-one), FC1=C(C=CC=C1)CC(=O)O (2-(2-fluorophenyl)acetic acid). Reported procedure: The product of Example 1B and 2-(2-fluorophenyl)acetic acid were treated using a method similar to that described in Example 111 to give the title compound. 1H NMR (500 MHz, DMSO-d6/Deuterium Oxide) δ ppm 8.31 (dd, J=7.9, 1.3 Hz, 1H), 8.03 (d, J=8.0 Hz, 1H), 7.97-8.01 (m, 1H), 7.89-7.93 (m, 1H), 7.46-7.49 (m, 1H), 7.35 (tdd, J=7.7, 5.7, 1.9 Hz, 1H), 7.18-7.23 (m, 2H), 3.81-3.84 (m, 5H), 3.44-3.59 (m, 1H), 3.05-3.14 (m, 4H); MS (ESI+) M/Z 383 (M+H)+. Reaction SMILES: [NH2:1][N:2]1[N:11]=[C:10]([N:12]2[CH2:17][CH2:16][O:15][CH2:14][CH2:13]2)[C:9]2[C:4](=[CH:5][CH:6]=[CH:7][CH:8]=2)[C:3]1=[O:18].[F:19][C:20]1[CH:25]=[CH:24][CH:23]=[CH:22][C:21]=1[CH2:26][C:27](O)=[O:28]>>[F:19][C:20]1[CH:25]=[CH:24][CH:23]=[CH:22][C:21]=1[CH2:26][C:27]([NH:1][N:2]1[N:11]=[C:10]([N:12]2[CH2:17][CH2:16][O:15][CH2:14][CH2:13]2)[C:9]2[C:4](=[CH:5][CH:6]=[CH:7][CH:8]=2)[C:3]1=[O:18])=[O:28].